From a dataset of the Open Reaction Database (ORD), a public repository of structured organic reaction records. describe an organic reaction: reactants, conditions, products, and yield Starting materials: product, ClC1=C(OC=2C=C(C(=O)O)C=CC2)C=CC(=C1)[N+](=O)[O-] (3(2-chloro-4-nitrophenoxy)benzoic acid), [N+](=O)([O-])[O-].[Na+] (sodium nitrate), cuprous chloride, Cl (hydrochloric acid), Cl (hydrochloric acid). Run in CN(C=O)C (dimethyl formamide), O (water). Run at temperature 60 celsius, time 30 minute. Product: ClC1=C(OC=2C=C(C(=O)O)C=CC2)C=CC(=C1)Cl (3(2,4-dichlorophenoxy)benzoic acid). As a reaction SMILES: [Cl:1][C:2]1[CH:17]=[C:16]([N+]([O-])=O)[CH:15]=[CH:14][C:3]=1[O:4][C:5]1[CH:6]=[C:7]([CH:11]=[CH:12][CH:13]=1)[C:8]([OH:10])=[O:9].[N+]([O-])([O-])=O.[Na+].[ClH:26]>CN(C)C=O.O>[Cl:1][C:2]1[CH:17]=[C:16]([Cl:26])[CH:15]=[CH:14][C:3]=1[O:4][C:5]1[CH:6]=[C:7]([CH:11]=[CH:12][CH:13]=1)[C:8]([OH:10])=[O:9] |f:1.2|. Procedure details: The product (10 g) from paragraph (a) was dissolved in dimethyl formamide (150 ml), cooled to 5°-10° C. and concentrated hydrochloric acid (40 ml) added dropwise, the temperature being kept at 10°-15° C. The mixture was then kept at 5° C. while sodium nitrate (5.2 g) in water (20 ml) was added dropwise with stirring over a period of 30 minutes. The solution so prepared was added dropwise to a solution of cuprous chloride (19 g) in concentrated hydrochloric acid (150 ml) kept at 10° C., giving a ... Starting materials: 6-n-butyryloxindole, COC1=C2CC(NC2=CC(=C1)C(CCC)=O)=O (4-methoxy-6-butyryloxindole), FC1=C2CC(NC2=CC(=C1)C(C1=CC=CS1)=O)=O (4-fluoro-6-(2-thenoyl)oxindole), COC1=C2CC(NC2=CC(=C1)C(C1=CC=CC=C1)=O)=O (4-methoxy-6-benzoyloxindole), CC1=C2CC(NC2=CC(=C1)C(C1=CC=CS1)=O)=O (4-methyl-6-(2-thenoyl)oxindole), CSC1=C2CC(NC2=CC(=C1)C(C1=CSC=C1)=O)=O (4-methylthio-6-(3-thenoyl)oxindole), C1=C(C=CS1)C(=O)C1=CC=C2CC(NC2=C1)=O (6-(3-thenoyl)oxindole), ClC1=C2CC(NC2=CC(=C1)C(C1=CC=CC=C1)=O)=O (4-chloro-6-benzoyloxindole), FC1=C2CC(NC2=CC(=C1)C(C)=O)=O (4-fluoro-6-acetyloxindole), C1(=CC=CS1)C(=O)C1=CC=C2CC(NC2=C1)=O (6-(2-thenoyl)oxindole). The product is C(C1=CC=CC=C1)(=O)C1=CC=C2CC(NC2=C1)=O (6-benzoyloxindole). As a reaction SMILES: Cl[C:2]1[CH:10]=[C:9]([C:11](=[O:18])[C:12]2[CH:17]=[CH:16][CH:15]=[CH:14][CH:13]=2)[CH:8]=[C:7]2[C:3]=1[CH2:4][C:5](=[O:19])[NH:6]2.FC1C=C(C(=O)C)C=C2C=1CC(=O)N2.COC1C=C(C(=O)C2C=CC=CC=2)C=C2C=1CC(=O)N2.COC1C=C(C(=O)CCC)C=C2C=1CC(=O)N2.C1(C(C2C=C3C(CC(=O)N3)=CC=2)=O)SC=CC=1.C1SC=CC=1C(C1C=C2C(CC(=O)N2)=CC=1)=O.CC1C=C(C(=O)C2SC=CC=2)C=C2C=1CC(=O)N2.CSC1C=C(C(=O)C2C=CSC=2)C=C2C=1CC(=O)N2.FC1C=C(C(=O)C2SC=CC=2)C=C2C=1CC(=O)N2>>[C:11]([C:9]1[CH:8]=[C:7]2[C:3]([CH2:4][C:5](=[O:19])[NH:6]2)=[CH:2][CH:10]=1)(=[O:18])[C:12]1[CH:13]=[CH:14][CH:15]=[CH:16][CH:17]=1. Procedure: In a similar manner, starting with the appropriate reagent 6-n-butyryloxindole, 4-chloro-6-benzoyloxindole, 4-fluoro-6-acetyloxindole, 4-methoxy-6-benzoyloxindole, 4-methoxy-6-butyryloxindole, 6-(2-thenoyl)oxindole, 6-(3-thenoyl)oxindole, 4-methyl-6-(2-thenoyl)oxindole, 4-methylthio-6-(3-thenoyl)oxindole and 4-fluoro-6-(2-thenoyl)oxindole are prepared. The reactants are C(#N)CC1=C(C(=O)O)C=C(C(=C1)OCCOC)OCCOC (2-Cyanomethyl-4,5-bis-(2-methoxy-ethoxy)-benzoic acid), NC1=NNC(=C1)C (3-amino-5-methylpyrazol). Solvent: C(C)(=O)O (acetic acid). Conditions: temperature 130 celsius. Yields the product COCCOC=1C=C2C=C(N=C(C2=CC1OCCOC)O)NC1=NNC(=C1)C (6,7-Bis-(2-methoxy-ethoxy)-3-(5-methyl-1H-pyrazol-3-ylamino)-isoquinolin-1-ol). Isolated yield 79.6%. As a reaction SMILES: [C:1]([CH2:3][C:4]1[CH:12]=[C:11]([O:13][CH2:14][CH2:15][O:16][CH3:17])[C:10]([O:18][CH2:19][CH2:20][O:21][CH3:22])=[CH:9][C:5]=1[C:6](O)=[O:7])#[N:2].[NH2:23][C:24]1[CH:28]=[C:27]([CH3:29])[NH:26][N:25]=1>C(O)(=O)C>[CH3:17][O:16][CH2:15][CH2:14][O:13][C:11]1[CH:12]=[C:4]2[C:5](=[CH:9][C:10]=1[O:18][CH2:19][CH2:20][O:21][CH3:22])[C:6]([OH:7])=[N:2][C:1]([NH:23][C:24]1[CH:28]=[C:27]([CH3:29])[NH:26][N:25]=1)=[CH:3]2. Procedure: A mixture of 2-Cyanomethyl-4,5-bis-(2-methoxy-ethoxy)-benzoic acid (2 g, 6.47 mmol), 3-amino-5-methylpyrazol (1.26 g, 12.9 mmol) in acetic acid (10 ml) was sealed in microwave process vial (20 ml). The mixture was heated at 130° C. for 30 minutes under microwave irradiation. After removal of acetic acid, the residue was dissolved in 1 ml MeOH, and this solution was added dropwise to 20 ml water. After stirred for half an hour, solid was collected and dried to give product (2 g, 79.7%). LC-MS: m/... Reactants: O(C1=CC=CC=C1)C1=CC=C(C=C1)C1=NN2C(NC3=C2CNCC3)=C1C(=O)N (2-(4-phenoxyphenyl)-5,6,7,8-tetrahydro-4H-pyrazolo[5′,1′:2,3]imidazo[4,5-c]pyridine-3-carboxamide), C(=O)([O-])[O-].[K+].[K+] (K2CO3), BrCC=CC#N (4-bromobut-2-enenitrile). The solvent is CC(=O)C (acetone), CC(=O)C (acetone). Run at time 2 hour. Product: C(#N)/C=C/CN1CC2=C(CC1)NC=1N2N=C(C1C(=O)N)C1=CC=C(C=C1)OC1=CC=CC=C1 ((E)-7-(3-cyanoallyl)-2-(4-phenoxyphenyl)-5,6,7,8-tetrahydro-4H-pyrazolo[5′,1′:2,3]imidazo[4,5-c]pyridine-3-carboxamide). Yield: 6.0%. RXN SMILES: [O:1]([C:8]1[CH:13]=[CH:12][C:11]([C:14]2[C:25]([C:26]([NH2:28])=[O:27])=[C:17]3[NH:18][C:19]4[CH2:24][CH2:23][NH:22][CH2:21][C:20]=4[N:16]3[N:15]=2)=[CH:10][CH:9]=1)[C:2]1[CH:7]=[CH:6][CH:5]=[CH:4][CH:3]=1.C([O-])([O-])=O.[K+].[K+].Br[CH2:36][CH:37]=[CH:38][C:39]#[N:40]>CC(C)=O>[C:39](/[CH:38]=[CH:37]/[CH2:36][N:22]1[CH2:23][CH2:24][C:19]2[NH:18][C:17]3[N:16]([N:15]=[C:14]([C:11]4[CH:10]=[CH:9][C:8]([O:1][C:2]5[CH:7]=[CH:6][CH:5]=[CH:4][CH:3]=5)=[CH:13][CH:12]=4)[C:25]=3[C:26]([NH2:28])=[O:27])[C:20]=2[CH2:21]1)#[N:40] |f:1.2.3|. Reported procedure: To a solution of 2-(4-phenoxyphenyl)-5,6,7,8-tetrahydro-4H-pyrazolo[5′,1′:2,3]imidazo[4,5-c]pyridine-3-carboxamide (100 mg, 0.268 mmol) in 10 mL of acetone at RT was added K2CO3 (140 mg, 1.07 mmol). After stirring at RT for 2 hr, 4-bromobut-2-enenitrile (40 mg, 0.268 mmol) in 2 mL of acetone was added and stirred at RT overnight. The mixture was then partitioned between EA (50 mL) and water (100 mL). The aqueous phase was further extracted with 50 mL of EA. The combined organic layers were washe... Starting materials: [Na+], O=C([O-])O, C1CCOC1, CC(C)(C)OC(=O)CC(=O)CO, O=C1NC2OC(c3ccccc3)=NC12. Yields the product CC(C)(C)OC(=O)CC(=O)COC1NC(=O)C1NC(=O)c1ccccc1. RXN SMILES: [Na+:31].[O-:27][C:28]([OH:29])=[O:30].[O:32]1[CH2:33][CH2:34][CH2:35][CH2:36]1.[OH:15][CH2:16][C:17]([CH2:18][C:19](=[O:20])[O:21][C:22]([CH3:23])([CH3:24])[CH3:25])=[O:26].[c:1]1([C:7]2=[N:8][CH:9]3[C:10](=[O:14])[NH:11][CH:12]3[O:13]2)[cH:2][cH:3][cH:4][cH:5][cH:6]1>>[c:1]1([C:7]([NH:8][CH:9]2[C:10](=[O:14])[NH:11][CH:12]2[O:15][CH2:16][C:17]([CH2:18][C:19](=[O:20])[O:21][C:22]([CH3:23])([CH3:24])[CH3:25])=[O:26])=[O:13])[cH:2][cH:3][cH:4][cH:5][cH:6]1.